Task: describe an organic reaction: reactants, conditions, products, and yield. Dataset: the Open Reaction Database (ORD), a public repository of structured organic reaction records Reactants: CC(C)CBr, CCC(C)C1CSC(=Nc2ccc(C(=O)OC)cc2C)N1. The product is CCC(C)C1CSC(=Nc2ccc(C(=O)OC)cc2C)N1CC(C)C. RXN SMILES: [CH2:22]([CH:23]([CH3:24])[CH3:25])[Br:26].[CH3:1][O:2][C:3](=[O:4])[c:5]1[cH:6][c:7]([CH3:21])[c:8]([N:11]=[C:12]2[S:13][CH2:14][CH:15]([CH:17]([CH3:18])[CH2:19][CH3:20])[NH:16]2)[cH:9][cH:10]1>>[CH3:1][O:2][C:3](=[O:4])[c:5]1[cH:6][c:7]([CH3:21])[c:8]([N:11]=[C:12]2[S:13][CH2:14][CH:15]([CH:17]([CH3:18])[CH2:19][CH3:20])[N:16]2[CH2:22][CH:23]([CH3:24])[CH3:25])[cH:9][cH:10]1. The reactants are CC1=CC=C(C(C1)(C)C)C=O (4,6,6-Trimethyl-1,3-cyclohexadiene-1-carbaldehyde). Reagents/catalysts: [Pd] (palladium on charcoal). The solvent is C(C)(=O)OCC (ethyl acetate). Conditions: time 3 day. Product: CC1(C(CCC(C1)C)C=O)C (2,2,4-trimethyl-1-cyclohexanecarbaldehyde). Isolated yield 67.6%. RXN SMILES: [CH3:1][C:2]1[CH2:7][C:6]([CH3:9])([CH3:8])[C:5]([CH:10]=[O:11])=[CH:4][CH:3]=1>[Pd].C(OCC)(=O)C>[CH3:9][C:6]1([CH3:8])[CH2:7][CH:2]([CH3:1])[CH2:3][CH2:4][CH:5]1[CH:10]=[O:11]. Reported procedure: 4,6,6-Trimethyl-1,3-cyclohexadiene-1-carbaldehyde (100.0 g, 0.66 mole), 11 of ethyl acetate and 0.3 g of palladium on charcoal (0.3 g) were hydrogenated as described in Example 1, over 3 days. The H2-consumption was 35 1. The mixture was then heated with pyridin chlorochromate to oxidize the amounts of alcohol formed. After filtration and concentration, the product was distilled at 65-73°/18 hPa, to obtain 68.8 g (67%) of the desired product in the form of a mixture of 2 isomers in a ratio of 1:... Starting materials: BrC=1C=NC=C(C1)C(F)(F)F (3-bromo-5-trifluoromethylpyridin), C[O-].[Na+] (sodium methoxide), resultant solution. Solvent: CN(C)C=O (DMF). Product: COC=1C=NC=C(C1)C(F)(F)F (3-methoxy-5-trifluoromethylpyridin). As a reaction SMILES: Br[C:2]1[CH:3]=[N:4][CH:5]=[C:6]([C:8]([F:11])([F:10])[F:9])[CH:7]=1.[CH3:12][O-:13].[Na+]>CN(C=O)C>[CH3:12][O:13][C:2]1[CH:3]=[N:4][CH:5]=[C:6]([C:8]([F:11])([F:10])[F:9])[CH:7]=1 |f:1.2|. Procedure: To a solution of 3-bromo-5-trifluoromethylpyridin (2.25 g 10 mmol, prepared as described in Eur. J. Org. Chem. 2002, 327-330, in DMF was added sodium methoxide (0.8 g, 15 mmol). The resultant solution is stirred for 20 hours at 40° C. The title compound is obtained after evaporation of the solvent under vacuum. Starting materials: ClC=1C=CC(=C(C1)C1=CC(N(C=C1OC)C(C(=O)OC(C)(C)C)CCOC(F)(F)F)=O)OC(F)F (tert-butyl 2-{4-[5-chloro-2-(difluoromethoxy)phenyl]-5-methoxy-2-oxopyridin-1(2H)-yl}-4-(trifluoromethoxy)butanoate), C(=O)(C(F)(F)F)O (TFA). Product: ClC=1C=CC(=C(C1)C1=CC(N(C=C1OC)C(C(=O)O)CCOC(F)(F)F)=O)OC(F)F (2-{4-[5-chloro-2-(difluoromethoxy)phenyl]-5-methoxy-2-oxopyridin-1(2H)-yl}-4-(trifluoromethoxy)butanoic acid). RXN SMILES: [Cl:1][C:2]1[CH:3]=[CH:4][C:5]([O:32][CH:33]([F:35])[F:34])=[C:6]([C:8]2[C:13]([O:14][CH3:15])=[CH:12][N:11]([CH:16]([CH2:24][CH2:25][O:26][C:27]([F:30])([F:29])[F:28])[C:17]([O:19]C(C)(C)C)=[O:18])[C:10](=[O:31])[CH:9]=2)[CH:7]=1.C(O)(C(F)(F)F)=O>>[Cl:1][C:2]1[CH:3]=[CH:4][C:5]([O:32][CH:33]([F:34])[F:35])=[C:6]([C:8]2[C:13]([O:14][CH3:15])=[CH:12][N:11]([CH:16]([CH2:24][CH2:25][O:26][C:27]([F:30])([F:29])[F:28])[C:17]([OH:19])=[O:18])[C:10](=[O:31])[CH:9]=2)[CH:7]=1. Reported procedure: 327 mg (0.62 mmol) of tert-butyl 2-{4-[5-chloro-2-(difluoromethoxy)phenyl]-5-methoxy-2-oxopyridin-1(2H)-yl}-4-(trifluoromethoxy)butanoate (racemate) were hydrolysed with TFA according to General Method 6A. Yield: 290 mg (purity 93%, 92% of theory)